This data is from the Open Reaction Database (ORD), a public repository of structured organic reaction records. The task is: describe an organic reaction: reactants, conditions, products, and yield Reactants: Nc1cc(Br)cc(Br)c1, O=C(N=C=S)c1ccccc1, CC(C)=O. The product is O=C(NC(=S)Nc1cc(Br)cc(Br)c1)c1ccccc1. As a reaction SMILES: [Br:1][c:2]1[cH:3][c:4]([NH2:5])[cH:6][c:7]([Br:9])[cH:8]1.[C:10]([c:11]1[cH:12][cH:13][cH:14][cH:15][cH:16]1)(=[O:17])[N:18]=[C:19]=[S:20].[CH3:21][C:22](=[O:23])[CH3:24]>>[Br:1][c:2]1[cH:3][c:4]([NH:5][C:19]([NH:18][C:10]([c:11]2[cH:12][cH:13][cH:14][cH:15][cH:16]2)=[O:17])=[S:20])[cH:6][c:7]([Br:9])[cH:8]1.